The task is: describe an organic reaction: reactants, conditions, products, and yield. This data is from the Open Reaction Database (ORD), a public repository of structured organic reaction records. Starting materials: C1CCOC1, COC(=O)Cc1cc(Cl)cc(Oc2ccc(NC(=O)C(C)(C)C)cc2CSCC(F)(F)F)c1, CO, Cl, [Li+], [OH-], O. Product: CC(C)(C)C(=O)Nc1ccc(Oc2cc(Cl)cc(CC(=O)O)c2)c(CSCC(F)(F)F)c1. RXN SMILES: [CH2:37]1[O:38][CH2:39][CH2:40][CH2:41]1.[CH3:1][O:2][C:3]([CH2:4][c:5]1[cH:6][c:7]([Cl:32])[cH:8][c:9]([O:11][c:12]2[c:13]([CH2:25][S:26][CH2:27][C:28]([F:29])([F:30])[F:31])[cH:14][c:15]([NH:18][C:19]([C:20]([CH3:21])([CH3:22])[CH3:23])=[O:24])[cH:16][cH:17]2)[cH:10]1)=[O:33].[CH3:43][OH:44].[ClH:36].[Li+:34].[OH-:35].[OH2:42]>>[O:2]=[C:3]([CH2:4][c:5]1[cH:6][c:7]([Cl:32])[cH:8][c:9]([O:11][c:12]2[c:13]([CH2:25][S:26][CH2:27][C:28]([F:29])([F:30])[F:31])[cH:14][c:15]([NH:18][C:19]([C:20]([CH3:21])([CH3:22])[CH3:23])=[O:24])[cH:16][cH:17]2)[cH:10]1)[OH:33]. The reactants are COC=1C=C(CC2NCCC3=CC(=C(C=C23)OC(C)C)OC)C=CC1OC (1-(3,4-Dimethoxy-benzyl)-6-methoxy-7-isopropoxy-1,2,3,4-tetrahydroisoquinoline), BrCC(=O)Br (2-bromoacetyl bromide), C(C1=CC=CC=C1)N (benzylamine). Product: COC=1C=C(CC2N(CCC3=CC(=C(C=C23)OC(C)C)OC)CC(=O)NCC2=CC=CC=C2)C=CC1OC (2-[1-(3,4-Dimethoxy-benzyl)-6-methoxy-7-isopropoxy-3,4-dihydro-1H-isoquinolin-2-yl]-N-benzyl-acetamide). As a reaction SMILES: [CH3:1][O:2][C:3]1[CH:4]=[C:5]([CH:23]=[CH:24][C:25]=1[O:26][CH3:27])[CH2:6][CH:7]1[C:16]2[C:11](=[CH:12][C:13]([O:21][CH3:22])=[C:14]([O:17][CH:18]([CH3:20])[CH3:19])[CH:15]=2)[CH2:10][CH2:9][NH:8]1.Br[CH2:29][C:30](Br)=[O:31].[CH2:33]([NH2:40])[C:34]1[CH:39]=[CH:38][CH:37]=[CH:36][CH:35]=1>>[CH3:1][O:2][C:3]1[CH:4]=[C:5]([CH:23]=[CH:24][C:25]=1[O:26][CH3:27])[CH2:6][CH:7]1[C:16]2[C:11](=[CH:12][C:13]([O:21][CH3:22])=[C:14]([O:17][CH:18]([CH3:20])[CH3:19])[CH:15]=2)[CH2:10][CH2:9][N:8]1[CH2:29][C:30]([NH:40][CH2:33][C:34]1[CH:39]=[CH:38][CH:37]=[CH:36][CH:35]=1)=[O:31]. Reported procedure: prepared by reaction of 1-(3,4-Dimethoxy-benzyl)-6-methoxy-7-isopropoxy-1,2,3,4-tetrahydroisoquinoline and 2-bromoacetyl bromide with benzylamine